From a dataset of the Open Reaction Database (ORD), a public repository of structured organic reaction records. describe an organic reaction: reactants, conditions, products, and yield The product is COc1cc2ccccc2cc1NC(=O)N1CCN(c2cc(Cl)cc(Cl)c2)CC1. As a reaction SMILES: [CH3:1][O:2][c:3]1[cH:4][c:5]2[cH:6][cH:7][cH:8][cH:9][c:10]2[cH:11][c:12]1[NH:13][C:14]([O:15][c:16]1[cH:17][cH:18][cH:19][cH:20][cH:21]1)=[O:22].[Cl:23][c:24]1[cH:25][c:26]([N:31]2[CH2:32][CH2:33][NH:34][CH2:35][CH2:36]2)[cH:27][c:28]([Cl:30])[cH:29]1>>[CH3:1][O:2][c:3]1[cH:4][c:5]2[cH:6][cH:7][cH:8][cH:9][c:10]2[cH:11][c:12]1[NH:13][C:14](=[O:22])[N:34]1[CH2:33][CH2:32][N:31]([c:26]2[cH:25][c:24]([Cl:23])[cH:29][c:28]([Cl:30])[cH:27]2)[CH2:36][CH2:35]1. Reactants: COc1cc2ccccc2cc1NC(=O)Oc1ccccc1, Clc1cc(Cl)cc(N2CCNCC2)c1. Starting materials: C(C)C1(OC2=C(C(C1)=O)C=C(C=C2)C#N)CC (2,2-diethyl-3,4-dihydro-4-oxo-2H-1-benzopyran-6-carbonitrile). Procedure details: 13,7 g of this 4-chromanone are dissolved in 420 ml ethanol and the obtained solution is mixed with 1,14 g of sodiumborhydride. After 5 hours at room temperature the reaction solution is partitioned between water and dichloromethane, the organic phases are dried over sodiumsulphate and concentrated. 15 g of the obtained residue are taken up in 600 ml of toluene and are refluxed for 5 hours together with 570 mg of p-toluene-sulphonic acid in a Dean Stark apparatus. Washing of the reaction solutio... Reaction SMILES: [CH2:1]([C:3]1([CH2:16][CH3:17])[CH2:8][C:7](=O)[C:6]2[CH:10]=[C:11]([C:14]#[N:15])[CH:12]=[CH:13][C:5]=2[O:4]1)[CH3:2]>C(O)C>[CH2:16]([C:3]1([CH2:1][CH3:2])[CH:8]=[CH:7][C:6]2[CH:10]=[C:11]([C:14]#[N:15])[CH:12]=[CH:13][C:5]=2[O:4]1)[CH3:17]. The product is C(C)C1(OC2=C(C=C1)C=C(C=C2)C#N)CC (2,2-diethyl-1-benzopyran-6-carbonitrile). Run in C(C)O (ethanol). The reactants are S1C2=C(C=C1)C=CC=C2 (benzo[b]thiophene), ClC1=C(C2=C(S1)C=CC=C2)C (2- chloro-3-methylbenzo[b]thiophene), ClC1=C(C2=C(S1)C=CC=C2)C (2- chloro-3-methylbenzo[b]thiophene). Product: CC=1C2=C(SC1)C=CC=C2 (3- methylbenzo[b]thiophene). As a reaction SMILES: S1C=CC2C=CC=CC1=2.Cl[C:11]1[S:15][C:14]2[CH:16]=[CH:17][CH:18]=[CH:19][C:13]=2[C:12]=1[CH3:20]>>[CH3:20][C:12]1[C:13]2[CH:19]=[CH:18][CH:17]=[CH:16][C:14]=2[S:15][CH:11]=1. Reported procedure: from benzo[b]thiophene either by chloromethylation (R. Neidlen and E.P. Mrugowski: Arch. Pharm. [Weinheim, Ger.,] 308(7), 513-9, 1975): ##STR8## or by methylation and final bromination (D.A. Shirley and M.D. Cameron: JACS, 74, 664, 1952; U.S. Pat. No. 4,282,227): ##STR9## b) from 2- chloro-3-methylbenzo[b]thiophene by bromination (European Pat. No. 54,233): ##STR10## and 2- chloro-3-methylbenzo[b]thiophene is in turn obtained by chlorination of 3- methylbenzo[b]thiophene (V.I. Dronov et al, CA, ...